From a dataset of the Open Reaction Database (ORD), a public repository of structured organic reaction records. describe an organic reaction: reactants, conditions, products, and yield Reactants: N1CCC(CC1)C1=C2CC(NC2=CC=C1)=O (4-Piperidin-4-yl-1,3-dihydroindol-2-one), C(C)N(CCNC(=O)C1=C(NC(=C1C)C=O)C)CC (5-formyl-2,4-dimethyl-1H-pyrrole-3-carboxylic acid (2-diethylaminoethyl)-amide). Yields the product C(C)N(CCNC(=O)C1=C(NC(=C1C)C=C1C(NC2=CC=CC(=C12)C1CCNCC1)=O)C)CC (2,4-Dimethyl-5-(2-oxo-4-piperidin-4-yl-1,2-dihydroindol-3-ylidenemethyl)-1H-pyrrole-3-carboxylic Acid (2-diethylamino-ethyl)-amide). RXN SMILES: [NH:1]1[CH2:6][CH2:5][CH:4]([C:7]2[CH:15]=[CH:14][CH:13]=[C:12]3[C:8]=2[CH2:9][C:10](=[O:16])[NH:11]3)[CH2:3][CH2:2]1.[CH2:17]([N:19]([CH2:34][CH3:35])[CH2:20][CH2:21][NH:22][C:23]([C:25]1[C:29]([CH3:30])=[C:28]([CH:31]=O)[NH:27][C:26]=1[CH3:33])=[O:24])[CH3:18]>>[CH2:34]([N:19]([CH2:17][CH3:18])[CH2:20][CH2:21][NH:22][C:23]([C:25]1[C:29]([CH3:30])=[C:28]([CH:31]=[C:9]2[C:8]3[C:12](=[CH:13][CH:14]=[CH:15][C:7]=3[CH:4]3[CH2:3][CH2:2][NH:1][CH2:6][CH2:5]3)[NH:11][C:10]2=[O:16])[NH:27][C:26]=1[CH3:33])=[O:24])[CH3:35]. Reported procedure: 4-Piperidin-4-yl-1,3-dihydroindol-2-one was condensed with 5-formyl-2,4-dimethyl-1H-pyrrole-3-carboxylic acid (2-diethylaminoethyl)-amide to give the title compound. Reactants: O=C(c1cncc(Br)c1)c1c[nH]c2ncnc(Cl)c12, O=C([O-])[O-], CCOC(C)=O, [Cs+], [Cs+], CN(C)C=O. Product: Cn1cc(C(=O)c2cncc(Br)c2)c2c(Cl)ncnc21. As a reaction SMILES: [Br:7][c:8]1[cH:9][c:10]([C:14](=[O:15])[c:16]2[cH:17][nH:18][c:19]3[n:20][cH:21][n:22][c:23]([Cl:25])[c:24]23)[cH:11][n:12][cH:13]1.[C:1](=[O:2])([O-:3])[O-:4].[CH3:26][CH2:27][O:28][C:29]([CH3:30])=[O:31].[Cs+:5].[Cs+:6].[O:32]=[CH:33][N:34]([CH3:35])[CH3:36]>>[CH3:1][n:18]1[cH:17][c:16]([C:14]([c:10]2[cH:9][c:8]([Br:7])[cH:13][n:12][cH:11]2)=[O:15])[c:24]2[c:19]1[n:20][cH:21][n:22][c:23]2[Cl:25]. Reactants: C(C)=O (acetaldehyde), [BH-](OC(=O)C)(OC(=O)C)OC(=O)C.[Na+] (Na(OAc)3BH), C(C)(C)(C)OC(=O)N1CCC(CC1)NCC1=CC=C(C=C1)Cl (4-(4-Chloro-benzylamino)-piperidine-1-carboxylic acid tert-butyl ester). Reagents/catalysts: CC(=O)O (AcOH). Solvent: C(Cl)Cl (CH2Cl2). Conditions: time 10 hour. Yields the product ClC1=CC=C(CN(C2CCNCC2)CC)C=C1 ((4-Chloro-benzyl)-ethyl-piperidin-4-yl-amine). Isolated yield 40.0%. RXN SMILES: C(OC([N:8]1[CH2:13][CH2:12][CH:11]([NH:14][CH2:15][C:16]2[CH:21]=[CH:20][C:19]([Cl:22])=[CH:18][CH:17]=2)[CH2:10][CH2:9]1)=O)(C)(C)C.[CH:23](=O)[CH3:24].[BH-](OC(C)=O)(OC(C)=O)OC(C)=O.[Na+]>C(Cl)Cl.CC(O)=O>[Cl:22][C:19]1[CH:18]=[CH:17][C:16]([CH2:15][N:14]([CH2:23][CH3:24])[CH:11]2[CH2:10][CH2:9][NH:8][CH2:13][CH2:12]2)=[CH:21][CH:20]=1 |f:2.3|. Reported procedure: 4-(4-Chloro-benzylamino)-piperidine-1-carboxylic acid tert-butyl ester was dissolved in CH2Cl2 and acetaldehyde (0.678 g, 3.2 mmol), Na(OAc)3BH (0.163 g, 3.7 mmol) and 1 drop of AcOH was added. The solution was stirred in a sealed vessel for 10 h. The reaction mixture was washed with 1N NaOH, brine and dried over Mg2SO4, filtered and evaporated in vacuo, then purified by Biotage flash chromatography (15% ethyl acetate/85% hexane) to yield the title compound (0.350 g, 40%).